From a dataset of the Open Reaction Database (ORD), a public repository of structured organic reaction records. describe an organic reaction: reactants, conditions, products, and yield The reactants are C(C)OC(=O)C=1N=C2SCC(N2C1C)O (3-hydroxy-5-methyl-2,3-dihydro-imidazo[2,1-b]thiazole-6-carboxylic acid ethyl ester), O=P(Cl)(Cl)Cl (POCl3). The product is C(C)OC(=O)C=1N=C2SC=CN2C1C (5-methyl-imidazo[2,1-b]thiazole-6-carboxylic Acid Ethyl Ester). RXN SMILES: [CH2:1]([O:3][C:4]([C:6]1[N:7]=[C:8]2[N:12]([C:13]=1[CH3:14])[CH:11](O)[CH2:10][S:9]2)=[O:5])[CH3:2].O=P(Cl)(Cl)Cl>>[CH2:1]([O:3][C:4]([C:6]1[N:7]=[C:8]2[N:12]([C:13]=1[CH3:14])[CH:11]=[CH:10][S:9]2)=[O:5])[CH3:2]. Procedure details: 3-hydroxy-5-methyl-2,3-dihydro-imidazo[2,1-b]thiazole-6-carboxylic acid ethyl ester (4.00 mmol) is added to POCl3 (9.3 mL), stirred at reflux for 3 h and concentrated in vacuo. Chloroform and ice-water are added successively and the mixture is neutralized by addition of Na2CO3. The layers are separated and the aq. layer is extracted with chloroform. The combined organic layers are dried over Na2SO4 and concentrated in vacuo to give the desired product which is purified by FC (heptane/EtOAc 1/1 t... Reaction conditions: time 16 hour. The reagents and catalysts are [Pd] (Pd/C). Procedure: 0.6 g of 10% Pd/C is added to a solution of 7 mmol of the compound obtained in Step 1 in 160 ml of ethyl acetate. The reaction mixture is then stirred under hydrogen for 16 hours and subsequently filtered over Celite. After concentration of the fil trate under reduced pressure, the residue is chromatographed on silica gel (dichloromethane/ethyl acetate: 90/10), enabling the expected product to be isolated. Product: N[C@@H]1C2=CC3=C(OCO3)C=C2[C@H]([C@H]2[C@H]1C(OC2)=O)C2=CC(=C(C(=C2)OC)O)OC ((5S,5aR,8aS,9R)-5-amino-9-(4-hydroxy-3,5-dimethoxyphenyl)-5,8,8a,9-tetrahydrofuro[3′,4′:6,7]naphtho[2,3-d][1,3]dioxol-6(5aH)-one). The solvent is C(C)(=O)OCC (ethyl acetate). Starting materials: N(=[N+]=[N-])[C@@H]1C2=CC3=C(OCO3)C=C2[C@H]([C@H]2[C@H]1C(OC2)=O)C2=CC(=C(C(=C2)OC)O)OC ((5S,5aR,8aS,9R)-5-azido-9-(4-hydroxy-3,5-dimethoxyphenyl)-5,8,8a,9-tetrahydrofuro[3′,4′:6,7]naphtho[2,3-d][1,3]dioxol-6(5aH)-one). Reaction SMILES: [N:1]([C@H:4]1[C@@H:16]2[C:17](=[O:20])[O:18][CH2:19][C@H:15]2[C@H:14]([C:21]2[CH:26]=[C:25]([O:27][CH3:28])[C:24]([OH:29])=[C:23]([O:30][CH3:31])[CH:22]=2)[C:13]2[C:5]1=[CH:6][C:7]1[O:11][CH2:10][O:9][C:8]=1[CH:12]=2)=[N+]=[N-]>C(OCC)(=O)C.[Pd]>[NH2:1][C@H:4]1[C@@H:16]2[C:17](=[O:20])[O:18][CH2:19][C@H:15]2[C@H:14]([C:21]2[CH:26]=[C:25]([O:27][CH3:28])[C:24]([OH:29])=[C:23]([O:30][CH3:31])[CH:22]=2)[C:13]2[C:5]1=[CH:6][C:7]1[O:11][CH2:10][O:9][C:8]=1[CH:12]=2. Reactants: NC=1C=C(C=NC1)C(=O)C1=CN(C=2N=CN=CC21)[C@H](COC2OCCCC2)C ((5-aminopyridin-3-yl){7-[(1S)-1-methyl-2-(tetrahydro-2H-pyran-2-yloxy)ethyl]-7H-pyrrolo[2,3-d]pyrimidin-5-yl}methanone), N=1N(N=C2C1C=CC=C2)CC(=O)O (benzotriazol-2-yl-acetic acid). The product is N=1N(N=C2C1C=CC=C2)CC(=O)NC=2C=NC=C(C2)C(=O)C2=CN(C=1N=CN=CC12)[C@H](COC1OCCCC1)C (2-(2H-Benzotriazol-2-yl)-N-[5-({7-[(1S)-1-methyl-2-(tetrahydro-2H-pyran-2-yloxy)ethyl]-7H-pyrrolo[2,3-d]pyrimidin-5-yl}carbonyl)pyridin-3-yl]acetamide). Reaction SMILES: [NH2:1][C:2]1[CH:3]=[C:4]([C:8]([C:10]2[C:18]3[CH:17]=[N:16][CH:15]=[N:14][C:13]=3[N:12]([C@@H:19]([CH3:28])[CH2:20][O:21][CH:22]3[CH2:27][CH2:26][CH2:25][CH2:24][O:23]3)[CH:11]=2)=[O:9])[CH:5]=[N:6][CH:7]=1.[N:29]1[N:30]([CH2:38][C:39](O)=[O:40])[N:31]=[C:32]2[CH:37]=[CH:36][CH:35]=[CH:34][C:33]=12>>[N:29]1[N:30]([CH2:38][C:39]([NH:1][C:2]2[CH:7]=[N:6][CH:5]=[C:4]([C:8]([C:10]3[C:18]4[CH:17]=[N:16][CH:15]=[N:14][C:13]=4[N:12]([C@@H:19]([CH3:28])[CH2:20][O:21][CH:22]4[CH2:27][CH2:26][CH2:25][CH2:24][O:23]4)[CH:11]=3)=[O:9])[CH:3]=2)=[O:40])[N:31]=[C:32]2[CH:37]=[CH:36][CH:35]=[CH:34][C:33]=12. Reported procedure: The title compound was prepared according to the method described for Example 1 using (5-aminopyridin-3-yl){7-[(1S)-1-methyl-2-(tetrahydro-2H-pyran-2-yloxy)ethyl]-7H-pyrrolo[2,3-d]pyrimidin-5-yl}methanone (see Preparation 33) and benzotriazol-2-yl-acetic acid to afford the title compound as a yellow solid in 72% yield, 70 mg. Starting materials: BrCC1=CC(=CC=2C=COC21)[N+](=O)[O-] (7-(Bromomethyl)-5-nitro-1-benzofuran), BrCC1=CC(=CC=2C=COC21)[N+](=O)[O-] (7-(Bromomethyl)-5-nitro-1-benzofuran), C(=O)([O-])[O-].[K+].[K+] (K2CO3), CC1CN(CCN1)C(=O)OC(C)(C)C (tert-butyl 3-methylpiperazine-1-carboxylate). The solvent is CC#N (MeCN). Conditions: temperature 80 celsius, time 45 minute. Product: CC1CN(CCN1CC1=CC(=CC=2C=COC21)[N+](=O)[O-])C(=O)OC(C)(C)C (tert-Butyl 3-methyl-4-[(5-nitro-1-benzofuran-7-yl)methyl]piperazine-1-carboxylate). The yield is 78.5%. RXN SMILES: Br[CH2:2][C:3]1[C:11]2[O:10][CH:9]=[CH:8][C:7]=2[CH:6]=[C:5]([N+:12]([O-:14])=[O:13])[CH:4]=1.C([O-])([O-])=O.[K+].[K+].[CH3:21][CH:22]1[NH:27][CH2:26][CH2:25][N:24]([C:28]([O:30][C:31]([CH3:34])([CH3:33])[CH3:32])=[O:29])[CH2:23]1>CC#N>[CH3:21][CH:22]1[N:27]([CH2:2][C:3]2[C:11]3[O:10][CH:9]=[CH:8][C:7]=3[CH:6]=[C:5]([N+:12]([O-:14])=[O:13])[CH:4]=2)[CH2:26][CH2:25][N:24]([C:28]([O:30][C:31]([CH3:32])([CH3:34])[CH3:33])=[O:29])[CH2:23]1 |f:1.2.3|. Procedure details: A mixture of 7-(bromomethyl)-5-nitro-1-benzofuran (120 mg, 70 mol %, 0.39 mmol; Intermediate 64), K2CO3 (162 mg, 1.17 mmol) and tert-butyl 3-methylpiperazine-1-carboxylate (94 mg, 0.47 mmol) in dry MeCN (5 mL) was heated at 80° C. while stirring for 1 h 45 min using a StemBlock. The solvent was evaporated under reduced pressure and the residue was partitioned between water and DCM (×2). The organic layers were combined, dried (Na2SO4) and purified using flashtube (10% MeOH in DCM). This afforded... Starting materials: Cn1c(=O)c(CBr)cc2ccccc21, O=C([O-])[O-], CN(C)C=O, [K+], [K+], CCC(OC)(c1cccc(O)c1)c1nccs1. The product is CCC(OC)(c1cccc(OCc2cc3ccccc3n(C)c2=O)c1)c1nccs1. RXN SMILES: [Br:18][CH2:19][c:20]1[c:21](=[O:31])[n:22]([CH3:30])[c:23]2[cH:24][cH:25][cH:26][cH:27][c:28]2[cH:29]1.[C:32](=[O:33])([O-:34])[O-:35].[CH3:38][N:39]([CH3:40])[CH:41]=[O:42].[K+:36].[K+:37].[OH:1][c:2]1[cH:3][c:4]([C:8]([CH2:9][CH3:10])([O:11][CH3:12])[c:13]2[s:14][cH:15][cH:16][n:17]2)[cH:5][cH:6][cH:7]1>>[O:1]([c:2]1[cH:3][c:4]([C:8]([CH2:9][CH3:10])([O:11][CH3:12])[c:13]2[s:14][cH:15][cH:16][n:17]2)[cH:5][cH:6][cH:7]1)[CH2:19][c:20]1[c:21](=[O:31])[n:22]([CH3:30])[c:23]2[cH:24][cH:25][cH:26][cH:27][c:28]2[cH:29]1.